This data is from the Open Reaction Database (ORD), a public repository of structured organic reaction records. The task is: describe an organic reaction: reactants, conditions, products, and yield Starting materials: OC1=C(C(=O)CCC(=O)O)C=CC(=C1)C (3-(2-Hydroxy-4-methylbenzoyl)propionic acid), CO.Cl (methanol hydrogen chloride), Example 1 ( i ). Yields the product OC1=C(C(=O)CCC(=O)OC)C=CC(=C1)C (methyl 3-(2-hydroxy-4-methylbenzoyl)propionate). Reaction SMILES: [OH:1][C:2]1[CH:14]=[C:13]([CH3:15])[CH:12]=[CH:11][C:3]=1[C:4]([CH2:6][CH2:7][C:8]([OH:10])=[O:9])=[O:5].[CH3:16]O.Cl>>[OH:1][C:2]1[CH:14]=[C:13]([CH3:15])[CH:12]=[CH:11][C:3]=1[C:4]([CH2:6][CH2:7][C:8]([O:10][CH3:16])=[O:9])=[O:5] |f:1.2|. Reported procedure: 3-(2-Hydroxy-4-methylbenzoyl)propionic acid was esterified with methanol-hydrogen chloride, in a similar manner to the procedure described in Example 1 (i), to give methyl 3-(2-hydroxy-4-methylbenzoyl)propionate, m.p. 61°-63°. Reactants: CC(C)(C)OC(=O)NCC(=O)O, CCN=C=NCCCN(C)C, CN(C)c1ccncc1, ClCCl, Cl, CC1CN(Cc2ccc(F)cc2)C(C)CN1. Product: CC1CN(C(=O)CNC(=O)OC(C)(C)C)C(C)CN1Cc1ccc(F)cc1. RXN SMILES: [C:1]([CH3:2])([CH3:3])([CH3:4])[O:5][C:6](=[O:7])[NH:8][CH2:9][C:10](=[O:11])[OH:12].[CH3:14][N:15]([CH3:16])[CH2:17][CH2:18][CH2:19][N:20]=[C:21]=[N:22][CH2:23][CH3:24].[CH3:44][N:45]([CH3:46])[c:47]1[cH:48][cH:49][n:50][cH:51][cH:52]1.[Cl:41][CH2:42][Cl:43].[ClH:13].[F:25][c:26]1[cH:27][cH:28][c:29]([CH2:30][N:31]2[CH:32]([CH3:38])[CH2:33][NH:34][CH:35]([CH3:37])[CH2:36]2)[cH:39][cH:40]1>>[C:1]([CH3:2])([CH3:3])([CH3:4])[O:5][C:6](=[O:7])[NH:8][CH2:9][C:10](=[O:12])[N:34]1[CH2:33][CH:32]([CH3:38])[N:31]([CH2:30][c:29]2[cH:28][cH:27][c:26]([F:25])[cH:40][cH:39]2)[CH2:36][CH:35]1[CH3:37].